Dataset: the Open Reaction Database (ORD), a public repository of structured organic reaction records. Task: describe an organic reaction: reactants, conditions, products, and yield The reactants are COc1ccc(CN)cc1, COC(=O)Cn1ncc2cc(-c3cc(C(=O)NC4CC4)cc(F)c3C)ccc21. The product is COc1ccc(CNC(=O)Cn2ncc3cc(-c4cc(C(=O)NC5CC5)cc(F)c4C)ccc32)cc1. Reaction SMILES: [CH3:29][O:30][c:31]1[cH:32][cH:33][c:34]([CH2:35][NH2:36])[cH:37][cH:38]1.[CH:1]1([NH:4][C:5](=[O:6])[c:7]2[cH:8][c:9]([F:28])[c:10]([CH3:27])[c:11](-[c:13]3[cH:14][c:15]4[cH:16][n:17][n:18]([CH2:22][C:23](=[O:24])[O:25][CH3:26])[c:19]4[cH:20][cH:21]3)[cH:12]2)[CH2:2][CH2:3]1>>[CH:1]1([NH:4][C:5](=[O:6])[c:7]2[cH:8][c:9]([F:28])[c:10]([CH3:27])[c:11](-[c:13]3[cH:14][c:15]4[cH:16][n:17][n:18]([CH2:22][C:23](=[O:24])[NH:36][CH2:35][c:34]5[cH:33][cH:32][c:31]([O:30][CH3:29])[cH:38][cH:37]5)[c:19]4[cH:20][cH:21]3)[cH:12]2)[CH2:2][CH2:3]1. The reactants are IC (iodomethane), [H-].[Na+] (NaH), oil, C(C)(C)(C)OC(NC=1C(=NC=C(C1)Br)C)=O ((5-bromo-2-methyl-pyridin-3-yl)-carbamic acid tert-butyl ester). Run in CN(C)C=O (DMF). Conditions: temperature 0 celsius, time 25 minute. Yields the product C(C)(C)(C)OC(N(C)C=1C(=NC=C(C1)Br)C)=O ((5-Bromo-2-methyl-pyridin-3-yl)-methyl-carbamic acid tert-butyl ester). As a reaction SMILES: [C:1]([O:5][C:6](=[O:16])[NH:7][C:8]1[C:9]([CH3:15])=[N:10][CH:11]=[C:12]([Br:14])[CH:13]=1)([CH3:4])([CH3:3])[CH3:2].[H-].[Na+].I[CH3:20]>CN(C=O)C>[C:1]([O:5][C:6](=[O:16])[N:7]([C:8]1[C:9]([CH3:15])=[N:10][CH:11]=[C:12]([Br:14])[CH:13]=1)[CH3:20])([CH3:4])([CH3:3])[CH3:2] |f:1.2|. Reported procedure: A solution of (5-bromo-2-methyl-pyridin-3-yl)-carbamic acid tert-butyl ester (Stage 158.1.2, 4.53 mmol) in DMF (20 ml) was cooled with an ice-bath and 55% NaH in oil (5.89 mmol) was added. The RM was stirred for 25 min at 0° C. then was added iodomethane (5.22 mmol). The RM was stirred for 2 h at it then was quenched with aqueous NaHCO3 and extracted with EtOAc. The organic layer was washed with water (3×), with brine (3×), dried over Na2SO4, filtered, evaporated and dried under vacuum to give t...